describe an organic reaction: reactants, conditions, products, and yield From a dataset of the Open Reaction Database (ORD), a public repository of structured organic reaction records. Reactants: Cc1cc(CCBr)ccc1OCCNc1ncnc(C)c1Cl, CCN, CCO. Yields the product CCNCCc1ccc(OCCNc2ncnc(C)c2Cl)c(C)c1. Reaction SMILES: [Br:1][CH2:2][CH2:3][c:4]1[cH:5][c:6]([CH3:22])[c:7]([O:8][CH2:9][CH2:10][NH:11][c:12]2[n:13][cH:14][n:15][c:16]([CH3:19])[c:17]2[Cl:18])[cH:20][cH:21]1.[CH3:23][CH2:24][NH2:25].[CH3:26][CH2:27][OH:28]>>[CH2:2]([CH2:3][c:4]1[cH:5][c:6]([CH3:22])[c:7]([O:8][CH2:9][CH2:10][NH:11][c:12]2[n:13][cH:14][n:15][c:16]([CH3:19])[c:17]2[Cl:18])[cH:20][cH:21]1)[NH:25][CH2:24][CH3:23]. Reactants: C, ClC(Cl)Cl, COC(=O)c1cn2c3c(c(O)c(F)cc3c1=O)CCN2C, O=S(=O)(Cl)Cl, c1ccncc1. The product is COC(=O)c1cn2c3c(c(OS(C)(=O)=O)c(F)cc3c1=O)CCN2C. Reaction SMILES: [CH4:33].[CH:34]([Cl:35])([Cl:36])[Cl:37].[F:1][c:2]1[c:3]([OH:21])[c:4]2[c:9]3[n:8]([cH:14][c:13]([C:15](=[O:16])[O:17][CH3:18])[c:12](=[O:19])[c:10]3[cH:11]1)[N:7]([CH3:20])[CH2:6][CH2:5]2.[S:28](=[O:29])(=[O:30])([Cl:31])[Cl:32].[cH:22]1[cH:23][cH:24][n:25][cH:26][cH:27]1>>[F:1][c:2]1[c:3]([O:21][S:28](=[O:29])(=[O:30])[CH3:33])[c:4]2[c:9]3[n:8]([cH:14][c:13]([C:15](=[O:16])[O:17][CH3:18])[c:12](=[O:19])[c:10]3[cH:11]1)[N:7]([CH3:20])[CH2:6][CH2:5]2. The reactants are CCCCP(=CC#N)(CCCC)CCCC, O=S(=O)(c1ccc(Cl)cc1)C(CCCCCO)c1nnnn1Cc1ccccc1, Cc1ccccc1. Product: O=S(=O)(c1ccc(Cl)cc1)C1(c2nnnn2Cc2ccccc2)CCCCC1. Reaction SMILES: [C:30]([CH:31]=[P:32]([CH2:33][CH2:34][CH2:35][CH3:36])([CH2:37][CH2:38][CH2:39][CH3:40])[CH2:41][CH2:42][CH2:43][CH3:44])#[N:45].[CH2:1]([c:2]1[cH:3][cH:4][cH:5][cH:6][cH:7]1)[n:8]1[n:9][n:10][n:11][c:12]1[CH:13]([CH2:14][CH2:15][CH2:16][CH2:17][CH2:18][OH:19])[S:20](=[O:21])(=[O:22])[c:23]1[cH:24][cH:25][c:26]([Cl:29])[cH:27][cH:28]1.[CH3:46][c:47]1[cH:48][cH:49][cH:50][cH:51][cH:52]1>>[CH2:1]([c:2]1[cH:3][cH:4][cH:5][cH:6][cH:7]1)[n:8]1[n:9][n:10][n:11][c:12]1[C:13]1([S:20](=[O:21])(=[O:22])[c:23]2[cH:24][cH:25][c:26]([Cl:29])[cH:27][cH:28]2)[CH2:14][CH2:15][CH2:16][CH2:17][CH2:18]1. The reactants are OCCCc1ccc2c(c1)OCO2, CCOCC, O, BrP(Br)Br. The product is BrCCCc1ccc2c(c1)OCO2. RXN SMILES: [CH2:1]1[O:2][c:3]2[cH:4][c:5]([CH2:10][CH2:11][CH2:12][OH:13])[cH:6][cH:7][c:8]2[O:9]1.[CH3:19][CH2:20][O:21][CH2:22][CH3:23].[OH2:18].[P:14]([Br:15])([Br:16])[Br:17]>>[CH2:1]1[O:2][c:3]2[cH:4][c:5]([CH2:10][CH2:11][CH2:12][Br:15])[cH:6][cH:7][c:8]2[O:9]1. The reactants are C(C)OC(NCCC1=CC(=C(C=C1)Cl)F)=O ([2-(4-chloro-3-fluoro-phenyl)-ethyl]-carbamic acid ethyl ester), O=P12OP3(=O)OP(=O)(O1)OP(=O)(O2)O3 (P2O5). Solvent: O=P(Cl)(Cl)Cl (POCl3). Product: ClC1=CC=C2CCNC(C2=C1F)=O (7-Chloro-8-fluoro-3,4-dihydro-2H-isoquinolin-1-one). Isolated yield 14.2%. Reaction SMILES: C([O:3][C:4](=O)[NH:5][CH2:6][CH2:7][C:8]1[CH:13]=[CH:12][C:11]([Cl:14])=[C:10]([F:15])[CH:9]=1)C.O=P12OP3(OP(OP(O3)(O1)=O)(=O)O2)=O>O=P(Cl)(Cl)Cl>[Cl:14][C:11]1[C:10]([F:15])=[C:9]2[C:8]([CH2:7][CH2:6][NH:5][C:4]2=[O:3])=[CH:13][CH:12]=1. Procedure: Using the same reaction procedure and workup as described in example 1, [2-(4-chloro-3-fluoro-phenyl)-ethyl]-carbamic acid ethyl ester (I-33c: 1.3 g, 5.30 mmol) in POCl3 (10 mL) was reacted with P2O5 (1.5 g, 10.60 mmol) at 110° C. for 1 hour to afford the crude product. Purification by column chromatography on silica gel (30% ethylacetate in hexane) afforded 150 mg of the product (14% yield). Starting materials: C(C)(C)OC(N[C@H]1CC2=C(N(C=3C=CC(=CC23)C#N)CC2=NC=CC=C2)C1)=O ((S)-(7-cyano-4-pyridin-2-ylmethyl-1,2,3,4-tetrahydro-cyclopenta[b]indol-2-yl)-carbamic acid isopropyl ester), CO (methanol). Reagents/catalysts: [Ni].[Al] (aluminum-nickel). Solvent: C(=O)O (formic acid), O (water), O (water). Yields the product C(C)(C)OC(N[C@H]1CC2=C(N(C=3C=CC(=CC23)C=O)CC2=NC=CC=C2)C1)=O ((S)-(7-Formyl-4-pyridin-2-ylmethyl-1,2,3,4-tetrahydro-cyclopenta[b]indol-2-yl)-carbamic acid isopropyl ester). Isolated yield 91.0%. RXN SMILES: [CH:1]([O:4][C:5](=[O:28])[NH:6][C@@H:7]1[CH2:27][C:10]2[N:11]([CH2:20][C:21]3[CH:26]=[CH:25][CH:24]=[CH:23][N:22]=3)[C:12]3[CH:13]=[CH:14][C:15]([C:18]#N)=[CH:16][C:17]=3[C:9]=2[CH2:8]1)([CH3:3])[CH3:2].C[OH:30]>C(O)=O.O.[Ni].[Al]>[CH:1]([O:4][C:5](=[O:28])[NH:6][C@@H:7]1[CH2:27][C:10]2[N:11]([CH2:20][C:21]3[CH:26]=[CH:25][CH:24]=[CH:23][N:22]=3)[C:12]3[CH:13]=[CH:14][C:15]([CH:18]=[O:30])=[CH:16][C:17]=3[C:9]=2[CH2:8]1)([CH3:2])[CH3:3] |f:4.5|. Procedure: Dissolve (S)-(7-cyano-4-pyridin-2-ylmethyl-1,2,3,4-tetrahydro-cyclopenta[b]indol-2-yl)-carbamic acid isopropyl ester (200 mg, 0.53 mmol) in 88% formic acid (10 ml) and water (1 mL). Add aluminum-nickel catalyst (50/50 wt %) and heat at 90° C. for 24 h. Add water (1 mL) and heat for an additional 24 h. After cooling to room temperature, add methanol and filter off the catalyst through Celite®. Dilute with ethyl acetate and basify to pH=10 using 10% potassium carbonate. Separate the phases and was... Starting materials: CS(=O)(=O)O, CC(C)(C)OC(=O)N1CCC(c2ccc(O)cc2)C(O)C1, OCCC=Cc1ccccc1. The product is CC(C)(C)OC(=O)N1CCC(c2ccc(OCCC=Cc3ccccc3)cc2)C(O)C1. Reaction SMILES: [CH3:22][S:23]([OH:24])(=[O:25])=[O:26].[OH:1][CH:2]1[CH2:3][N:4]([C:15](=[O:16])[O:17][C:18]([CH3:19])([CH3:20])[CH3:21])[CH2:5][CH2:6][CH:7]1[c:8]1[cH:9][cH:10][c:11]([OH:14])[cH:12][cH:13]1.[c:27]1([CH:33]=[CH:34][CH2:35][CH2:36][OH:37])[cH:28][cH:29][cH:30][cH:31][cH:32]1>>[OH:1][CH:2]1[CH2:3][N:4]([C:15](=[O:16])[O:17][C:18]([CH3:19])([CH3:20])[CH3:21])[CH2:5][CH2:6][CH:7]1[c:8]1[cH:9][cH:10][c:11]([O:14][CH2:36][CH2:35][CH:34]=[CH:33][c:27]2[cH:28][cH:29][cH:30][cH:31][cH:32]2)[cH:12][cH:13]1. Starting materials: resultant solution, ClC1=C(C=CC(=C1)Cl)CCCOC=1C=2N(C=CC1)C(=C(N2)C(F)(F)F)C(=O)OCC (ethyl 8-[3-(2,4-dichlorophenyl)propoxy]-2-(trifluoro-methyl)imidazo[1,2-α]pyridine-3-carboxylate), B (borane), [OH-].[Na+] (sodium hydroxide), O (water). Solvent: ethyl acetate-hexanes, C(C)OCC (diethyl ether). Conditions: time 42 hour. The product is ClC1=C(C=CC(=C1)Cl)CCCOC=1C=2N(C=CC1)C(=C(N2)C(F)(F)F)CO ({8-[3-(2,4-dichlorophenyl)propoxy]-2-(trifluoromethyl)imidazo[1,2-α]pyridin-3-yl}methanol). Yield: 46.6%. Reaction SMILES: [Cl:1][C:2]1[CH:7]=[C:6]([Cl:8])[CH:5]=[CH:4][C:3]=1[CH2:9][CH2:10][CH2:11][O:12][C:13]1[C:14]2[N:15]([C:19]([C:26](OCC)=[O:27])=[C:20]([C:22]([F:25])([F:24])[F:23])[N:21]=2)[CH:16]=[CH:17][CH:18]=1.B.[OH-].[Na+].O>C(OCC)C>[Cl:1][C:2]1[CH:7]=[C:6]([Cl:8])[CH:5]=[CH:4][C:3]=1[CH2:9][CH2:10][CH2:11][O:12][C:13]1[C:14]2[N:15]([C:19]([CH2:26][OH:27])=[C:20]([C:22]([F:24])([F:23])[F:25])[N:21]=2)[CH:16]=[CH:17][CH:18]=1 |f:2.3|. Reported procedure: To a stirred solution of ethyl 8-[3-(2,4-dichlorophenyl)propoxy]-2-(trifluoro-methyl)imidazo[1,2-α]pyridine-3-carboxylate (0.223 g, 0.483 mmol, see example 35) in anhydrous diethyl ether (20 mL) was added dropwise borane-methyl sulfide complex (2.0 mL, 20 mmol). The reaction mixture was stirred at ambient temperature for 42 h under argon and then heated at reflux for 3.5 h. Excess borane was subsequently hydrolyzed by dropwise addition of 5M aq sodium hydroxide (4 mL) to the cold (0° C.) reactio...